This data is from the Open Reaction Database (ORD), a public repository of structured organic reaction records. The task is: describe an organic reaction: reactants, conditions, products, and yield Starting materials: CC=1SC(=C(N1)C(=O)O)C1=CC=C(C=C1)C (2-methyl-5-p-tolyl-thiazole-4-carboxylic acid), N1C[C@@H](CCC1)NC(=O)C1=C(N=C2SC=CN21)C ((R)-6-methyl-imidazo[2,1-b]-thiazole-5-carboxylic acid-piperidin-3-ylamide). Yields the product CC=1SC(=C(N1)C(=O)N1C[C@@H](CCC1)NC(=O)C1=C(N=C2SC=CN21)C)C2=CC=C(C=C2)C ((R)-6-Methyl-imidazo[2,1-b]thiazole-5-carboxylic acid[1-(2-methyl-5-p-tolyl-thiazole-4-carbonyl)-piperidin-3-yl]-amide). RXN SMILES: [CH3:1][C:2]1[S:3][C:4]([C:10]2[CH:15]=[CH:14][C:13]([CH3:16])=[CH:12][CH:11]=2)=[C:5]([C:7]([OH:9])=O)[N:6]=1.[NH:17]1[CH2:22][CH2:21][CH2:20][C@@H:19]([NH:23][C:24]([C:26]2[N:33]3[C:29]([S:30][CH:31]=[CH:32]3)=[N:28][C:27]=2[CH3:34])=[O:25])[CH2:18]1>>[CH3:1][C:2]1[S:3][C:4]([C:10]2[CH:15]=[CH:14][C:13]([CH3:16])=[CH:12][CH:11]=2)=[C:5]([C:7]([N:17]2[CH2:22][CH2:21][CH2:20][C@@H:19]([NH:23][C:24]([C:26]3[N:33]4[C:29]([S:30][CH:31]=[CH:32]4)=[N:28][C:27]=3[CH3:34])=[O:25])[CH2:18]2)=[O:9])[N:6]=1. Procedure: prepared by reaction of 2-methyl-5-p-tolyl-thiazole-4-carboxylic acid with (R)-6-methyl-imidazo[2,1-b]-thiazole-5-carboxylic acid-piperidin-3-ylamide. Starting materials: CC(=O)OC(C)=O, COc1ccc(-c2nc(-c3ccc4c(c3)CCCN4)cs2)cc1OC, c1ccncc1. Product: COc1ccc(-c2nc(-c3ccc4c(c3)CCCN4C(C)=O)cs2)cc1OC. RXN SMILES: [C:26]([CH3:27])(=[O:28])[O:29][C:30](=[O:31])[CH3:32].[CH3:1][O:2][c:3]1[cH:4][c:5](-[c:11]2[s:12][cH:13][c:14](-[c:16]3[cH:17][c:18]4[c:23]([cH:24][cH:25]3)[NH:22][CH2:21][CH2:20][CH2:19]4)[n:15]2)[cH:6][cH:7][c:8]1[O:9][CH3:10].[cH:33]1[cH:34][cH:35][n:36][cH:37][cH:38]1>>[CH3:1][O:2][c:3]1[cH:4][c:5](-[c:11]2[s:12][cH:13][c:14](-[c:16]3[cH:17][c:18]4[c:23]([cH:24][cH:25]3)[N:22]([C:26]([CH3:27])=[O:28])[CH2:21][CH2:20][CH2:19]4)[n:15]2)[cH:6][cH:7][c:8]1[O:9][CH3:10]. Starting materials: ClCCl, Cc1ccccc1, CCOC(=O)C1(C)CCCN(S(=O)(=O)c2ccccc2)C1, C[Al](C)C, NC1CCCCC1. Yields the product CC1(C(=O)NC2CCCCC2)CCCN(S(=O)(=O)c2ccccc2)C1. As a reaction SMILES: [CH2:40]([Cl:41])[Cl:42].[CH3:12][c:13]1[cH:14][cH:15][cH:16][cH:17][cH:18]1.[CH3:19][C:20]1([C:35](=[O:36])[O:37][CH2:38][CH3:39])[CH2:21][N:22]([S:26](=[O:27])(=[O:28])[c:29]2[cH:30][cH:31][cH:32][cH:33][cH:34]2)[CH2:23][CH2:24][CH2:25]1.[CH3:8][Al:9]([CH3:10])[CH3:11].[NH2:1][CH:2]1[CH2:3][CH2:4][CH2:5][CH2:6][CH2:7]1>>[NH:1]([CH:2]1[CH2:3][CH2:4][CH2:5][CH2:6][CH2:7]1)[C:35]([C:20]1([CH3:19])[CH2:21][N:22]([S:26](=[O:27])(=[O:28])[c:29]2[cH:30][cH:31][cH:32][cH:33][cH:34]2)[CH2:23][CH2:24][CH2:25]1)=[O:36]. Starting materials: N (ammonia), P(O)(O)(O)=O (Phosphoric acid), O=P12OP3(=O)OP(=O)(O1)OP(=O)(O2)O3 (diphosphorus pentoxide), FC=1C=C(C(=O)NCCC2=CC=CC=C2)C=CC1 (3-fluoro-N-(2-phenylethyl)benzamide). Run in O (water). Run at temperature 150 celsius, time 0.5 hour. Product: FC=1C=C(C=CC1)C1=NCCC2=CC=CC=C12 (1-(3-fluorophenyl)-3,4-dihydroisoquinoline). The yield is 105.2%. RXN SMILES: P(=O)(O)(O)O.O=P12OP3(OP(OP(O3)(O1)=O)(=O)O2)=O.[F:20][C:21]1[CH:22]=[C:23]([CH:35]=[CH:36][CH:37]=1)[C:24]([NH:26][CH2:27][CH2:28][C:29]1[CH:34]=[CH:33][CH:32]=[CH:31][CH:30]=1)=O.N>O>[F:20][C:21]1[CH:22]=[C:23]([C:24]2[C:34]3[C:29](=[CH:30][CH:31]=[CH:32][CH:33]=3)[CH2:28][CH2:27][N:26]=2)[CH:35]=[CH:36][CH:37]=1. Procedure details: Phosphoric acid (11.9 mL) was added to diphosphorus pentoxide (20.0 g) over 5 minutes. The mixture was stirred at 150° C. for 0.5 hours. 3-fluoro-N-(2-phenylethyl)benzamide (5.00 g) was added to the mixture, followed by stirring at 160° C. for 2.5 hours. After cooling, water was added to the reaction solution to which 28% aqueous ammonia was then added to be alkaline. The reaction solution was extracted with EtOAc, washed with saturated brine, and dried over magnesium sulfate. After filtration, ... Reactants: CC(=O)OC(C)C(=O)Cl, Cc1ccnc(C(=O)c2[nH]c3cc(Cl)ccc3c2N)c1. Yields the product CC(=O)OC(C)C(=O)Nc1c(C(=O)c2cc(C)ccn2)[nH]c2cc(Cl)ccc12. As a reaction SMILES: [C:21]([CH3:22])(=[O:23])[O:24][CH:25]([C:26](=[O:27])[Cl:28])[CH3:29].[NH2:1][c:2]1[c:3]([C:12](=[O:13])[c:14]2[n:15][cH:16][cH:17][c:18]([CH3:20])[cH:19]2)[nH:4][c:5]2[cH:6][c:7]([Cl:11])[cH:8][cH:9][c:10]12>>[NH:1]([c:2]1[c:3]([C:12](=[O:13])[c:14]2[n:15][cH:16][cH:17][c:18]([CH3:20])[cH:19]2)[nH:4][c:5]2[cH:6][c:7]([Cl:11])[cH:8][cH:9][c:10]12)[C:26]([CH:25]([O:24][C:21]([CH3:22])=[O:23])[CH3:29])=[O:27]. Reactants: CCO, ClCc1cccnc1, Cl, Cl, [Na+], [OH-], NCCS. As a reaction SMILES: [CH3:17][CH2:18][OH:19].[Cl:4][CH2:5][c:6]1[cH:7][n:8][cH:9][cH:10][cH:11]1.[ClH:12].[ClH:3].[Na+:2].[OH-:1].[SH:13][CH2:14][CH2:15][NH2:16]>>[CH2:5]([c:6]1[cH:7][n:8][cH:9][cH:10][cH:11]1)[S:13][CH2:14][CH2:15][NH2:16]. Product: NCCSCc1cccnc1. Reactants: OC1=CC=C(C=C1)NC(C)=O (N-(4-hydroxyphenyl)acetamide), C([O-])([O-])=O.[K+].[K+] (potassium carbonate), BrCCCBr (1,3-Dibromopropane). Solvent: CN(C)C=O (DMF). Run at time 20 minute. The product is BrCCCOC1=CC=C(C=C1)NC(C)=O (N-[4-(3-Bromopropoxy)phenyl]acetamide). As a reaction SMILES: [OH:1][C:2]1[CH:7]=[CH:6][C:5]([NH:8][C:9](=[O:11])[CH3:10])=[CH:4][CH:3]=1.C(=O)([O-])[O-].[K+].[K+].[Br:18][CH2:19][CH2:20][CH2:21]Br>CN(C=O)C>[Br:18][CH2:19][CH2:20][CH2:21][O:1][C:2]1[CH:3]=[CH:4][C:5]([NH:8][C:9](=[O:11])[CH3:10])=[CH:6][CH:7]=1 |f:1.2.3|. Reported procedure: A mixture of N-(4-hydroxyphenyl)acetamide (10 g) and potassium carbonate (11 g) in DMF (200 ml) was stirred for 20 min at room temperature. 1,3-Dibromopropane (35 ml) was then added and stirring was continued for 4 h. The mixture was filtered and the filtrate was concentrated in vacuo. The residue was treated with water and extracted with dichloromethane. The organic phase was washed first with dilute sodium hydroxide, then with water, dried and concentrated to give a solid which was triturated ... The reactants are NC1=C(C(=O)O)C=C(C=C1)Cl (2-amino-5-chlorobenzoic acid), CN(C)C=O (DMF), BrCC(=O)Br (Bromoacetyl bromide). Run in O1CCOCC1 (dioxane). Reaction conditions: temperature 0 celsius, time 8 hour. The product is BrCC(=O)NC1=C(C(=O)O)C=C(C=C1)Cl (2-((2-Bromoacetyl)amino)-5-chlorobenzoic Acid). Yield: 66.7%. Reaction SMILES: [NH2:1][C:2]1[CH:10]=[CH:9][C:8]([Cl:11])=[CH:7][C:3]=1[C:4]([OH:6])=[O:5].CN(C=O)C.[Br:17][CH2:18][C:19](Br)=[O:20]>O1CCOCC1>[Br:17][CH2:18][C:19]([NH:1][C:2]1[CH:10]=[CH:9][C:8]([Cl:11])=[CH:7][C:3]=1[C:4]([OH:6])=[O:5])=[O:20]. Reported procedure: A solution of 2-amino-5-chlorobenzoic acid (10 g, 0.06 mol) in the mixture of anhydrous DMF (30 mL) and dioxane (30 mL) was cooled to 0° C. in a 250 mL 3-necked flask which was fitted with a magnetic stirrer, thermometer and an additional funnel. Bromoacetyl bromide (11.8 g, 5 mL, 100 mol %) was added dropwise over a 20 min period, keeping the internal temperature between 0° C. to 1° C. After the addition was completed, the ice-bath was removed, and then stirring was continued overnight at rt. T... Starting materials: C(C)(C)(C)OC(=O)N(C1(CC1)CCC(=O)OCC)C (Ethyl 3-{1-[(tert-Butoxycarbonyl)(methyl)amino]cyclopropyl}propanoate), [OH-].[Na+] (sodium hydroxide), O (water), [H-].[Al+3].[Li+].[H-].[H-].[H-] (lithium aluminium hydride), O (water). Yields the product CN(C1(CC1)CCCO)C (3-[1-(Dimethylamino)cyclopropyl]-1-propanol). As a reaction SMILES: C(O[C:6]([N:8]([CH3:19])[C:9]1([CH2:12][CH2:13][C:14](OCC)=[O:15])[CH2:11][CH2:10]1)=O)(C)(C)C.[H-].[Al+3].[Li+].[H-].[H-].[H-].O.[OH-].[Na+]>O1CCCC1>[CH3:6][N:8]([CH3:19])[C:9]1([CH2:12][CH2:13][CH2:14][OH:15])[CH2:11][CH2:10]1 |f:1.2.3.4.5.6,8.9|. Procedure: 8.5 g of the product obtained in Step 3 dissolved in 100 ml of tetrahydrofaran are added to 6.9 g of lithium aluminium hydride suspended in 200 ml of tetrahydrofuran. After refluxing for 16 hours, the mixture is cooled to 5° C. and hydrolysed with, in succession, 6.9 ml of water, 6.9 ml of 4N sodium hydroxide solution and then 20.7 ml of water. After customary treatment, chromatography of the residue over silica gel allows the expected product to be isolated (liquid). Run in O1CCCC1 (tetrahydrofuran). Reaction conditions: temperature 5 celsius.